Dataset: the Open Reaction Database (ORD), a public repository of structured organic reaction records. Task: describe an organic reaction: reactants, conditions, products, and yield Reactants: Cl.NO (hydroxylamine hydrochloride), ClC=1C=C(C=CC1S(=O)(=O)C)C(C(=O)NC1=NC=CN=C1)CC1CCC(CC1)=O (2-(3-chloro-4-methanesulfonyl-phenyl)-3-(4-oxo-cyclohexyl)-N-pyrazin-2-yl-propionamide). The solvent is CO (methanol), N1=CC=CC=C1 (pyridine). Reaction conditions: temperature 25 celsius. Yields the product hexanes ethyl acetate, ClC=1C=C(C=CC1S(=O)(=O)C)C(C(=O)NC1=NC=CN=C1)CC1CCC(CC1)=NO (2-(3-chloro-4-methanesulfonyl-phenyl)-3-(4-hydroxyimino-cyclohexyl)-N-pyrazin-2-yl-propionamide). The yield is 80.1%. As a reaction SMILES: Cl.[NH2:2][OH:3].[Cl:4][C:5]1[CH:6]=[C:7]([CH:15]([CH2:25][CH:26]2[CH2:31][CH2:30][C:29](=O)[CH2:28][CH2:27]2)[C:16]([NH:18][C:19]2[CH:24]=[N:23][CH:22]=[CH:21][N:20]=2)=[O:17])[CH:8]=[CH:9][C:10]=1[S:11]([CH3:14])(=[O:13])=[O:12]>CO.N1C=CC=CC=1>[Cl:4][C:5]1[CH:6]=[C:7]([CH:15]([CH2:25][CH:26]2[CH2:31][CH2:30][C:29](=[N:2][OH:3])[CH2:28][CH2:27]2)[C:16]([NH:18][C:19]2[CH:24]=[N:23][CH:22]=[CH:21][N:20]=2)=[O:17])[CH:8]=[CH:9][C:10]=1[S:11]([CH3:14])(=[O:13])=[O:12] |f:0.1|. Reported procedure: A solution of hydroxylamine hydrochloride (19 mg, 0.27 mmol) in methanol (0.5 mL) and pyridine (0.5 mL) was treated with 2-(3-chloro-4-methanesulfonyl-phenyl)-3-(4-oxo-cyclohexyl)-N-pyrazin-2-yl-propionamide (prepared as in Example 58, 80 mg, 0.18 mmol). The reaction mixture was heated under reflux for 2 h, cooled to 25° C., and concentrated in vacuo to remove methanol. The resulting residue was suspended in ethyl acetate (10 mL), washed with water 1×5 mL), dried over magnesium sulfate, filtered... The reactants are OC=1C=C(C(=O)O)C=CC1NC(CCNS(=O)(=O)C1=CC=C(C=C1)CCCCC)=O (3-hydroxy-4-(3-(4-pentylphenylsulfonamido)propanamido)benzoic acid). The solvent is C(C)(=O)O (acetic acid). Product: C(CCCC)C1=CC=C(C=C1)S(=O)(=O)NCCC=1OC2=C(N1)C=CC(=C2)C(=O)O (2-(2-(4-pentylphenylsulfonamido)ethyl)benzo[d] oxazole-6-carboxylic acid). Yield: 9.7%. Reaction SMILES: O[C:2]1[CH:3]=[C:4]([CH:8]=[CH:9][C:10]=1[NH:11][C:12](=[O:30])[CH2:13][CH2:14][NH:15][S:16]([C:19]1[CH:24]=[CH:23][C:22]([CH2:25][CH2:26][CH2:27][CH2:28][CH3:29])=[CH:21][CH:20]=1)(=[O:18])=[O:17])[C:5]([OH:7])=[O:6]>C(O)(=O)C>[CH2:25]([C:22]1[CH:21]=[CH:20][C:19]([S:16]([NH:15][CH2:14][CH2:13][C:12]2[O:30][C:9]3[CH:8]=[C:4]([C:5]([OH:7])=[O:6])[CH:3]=[CH:2][C:10]=3[N:11]=2)(=[O:18])=[O:17])=[CH:24][CH:23]=1)[CH2:26][CH2:27][CH2:28][CH3:29]. Procedure details: A solution of the product of Step 2 (337 mg, 1.29 mmol) in glacial acetic acid (4 mL) in a sealed tube was heated at 120° C. for 60 h. The solvent was evaporated under reduced pressure, and the resulting residue purified by preparative HPLC to give the product (52 mg). MS m/e 417; HPLC retention time 3.44 min. The reactants are FC1=C(OC2=C(NS(=O)(=O)C)C=CC(=C2)S)C=CC(=C1)F (2'-(2,4-difluorophenoxy)-4'-mercaptomethanesulfonanilide), ClC1=CC=C(C=C1)[N+](=O)[O-] (p-chloronitrobenzene), C([O-])([O-])=O.[K+].[K+] (potassium carbonate). Run in C=1(C(=CC=CC1)C)C (xylene). Product: FC1=C(OC2=C(NS(=O)(=O)C)C=CC(=C2)SC2=CC=C(C=C2)[N+](=O)[O-])C=CC(=C1)F (2'-(2,4-difluorophenoxy)-4'-(4-nitrophenylthio)methanesulfonanilide). Isolated yield 73.2%. RXN SMILES: [F:1][C:2]1[CH:20]=[C:19]([F:21])[CH:18]=[CH:17][C:3]=1[O:4][C:5]1[CH:15]=[C:14]([SH:16])[CH:13]=[CH:12][C:6]=1[NH:7][S:8]([CH3:11])(=[O:10])=[O:9].Cl[C:23]1[CH:28]=[CH:27][C:26]([N+:29]([O-:31])=[O:30])=[CH:25][CH:24]=1.C(=O)([O-])[O-].[K+].[K+]>C1(C)C(C)=CC=CC=1>[F:1][C:2]1[CH:20]=[C:19]([F:21])[CH:18]=[CH:17][C:3]=1[O:4][C:5]1[CH:15]=[C:14]([S:16][C:23]2[CH:28]=[CH:27][C:26]([N+:29]([O-:31])=[O:30])=[CH:25][CH:24]=2)[CH:13]=[CH:12][C:6]=1[NH:7][S:8]([CH3:11])(=[O:10])=[O:9] |f:2.3.4|. Reported procedure: A mixture of 2'-(2,4-difluorophenoxy)-4'-mercaptomethanesulfonanilide (1.5 g), p-chloronitrobenzene (0.75 g) and potassium carbonate (0.66 g) in xylene (30 ml) was stirred and refluxed for 5 hours. The reaction mixture was acidified, washed with water, dried, and concentrated to dryness. The residual oil was crystallized from ethanol to give crystals of 2'-(2,4-difluorophenoxy)-4'-(4-nitrophenylthio)methanesulfonanilide (1.5 g). Starting materials: CCO, Cc1cc2c(c(Cl)n1)C(=O)OCC2, Nc1ccc(F)cc1. Yields the product Cc1cc2c(c(Nc3ccc(F)cc3)n1)C(=O)OCC2. RXN SMILES: [CH3:22][CH2:23][OH:24].[Cl:1][c:2]1[n:3][c:4]([CH3:13])[cH:5][c:6]2[c:7]1[C:8](=[O:12])[O:9][CH2:10][CH2:11]2.[NH2:14][c:15]1[cH:16][cH:17][c:18]([F:19])[cH:20][cH:21]1>>[c:2]1([NH:14][c:15]2[cH:16][cH:17][c:18]([F:19])[cH:20][cH:21]2)[n:3][c:4]([CH3:13])[cH:5][c:6]2[c:7]1[C:8](=[O:12])[O:9][CH2:10][CH2:11]2. Yield: 26.0%. The solvent is C(C)O (ethanol), O (water), C(C)(=O)OCC (ethyl acetate). Product: N1=CC(=CC=C1)C=1NC=2CC(CC(C2C(N1)C1=C(C=C(C=C1)F)Cl)=O)(C)C (2-(pyridin-3-yl)-4-(2-chloro-4-fluorophenyl)-7,7-dimethyl-4,6,7,8-tetrahydroquinazolin-5(1H)-one). Starting materials: Cl.N1=CC(=CC=C1)C(=N)N (3-Pyridinecarboxamidine hydrochloride), ClC1=C(C=O)C=CC(=C1)F (2-chloro-4-fluorobenzaldehyde), CC1(CC(CC(C1)=O)=O)C (5,5-dimethyl-1,3-cyclohexanedione), C(C)(=O)[O-].[Na+] (sodium acetate), Cl (HCl). Reported procedure: 3-Pyridinecarboxamidine hydrochloride (Schaefer F. C., Peters G. A., et al. J. Org. Chem.; 1961; 26(2); 412-418.) 2.164 mmol, 2-chloro-4-fluorobenzaldehyde 2.164 mmol, 5,5-dimethyl-1,3-cyclohexanedione 2.164 mmol and sodium acetate 3.2 mmol were reacted in 8 ml of anhydrous ethanol under refluxing for 18 hr, condensed, and ethyl acetate and water and 1N HCl were added to separate the layers. The water layer was adjusted with concentrated NaOH solution until the pH to be basic, then ethyl acetate... Reaction SMILES: Cl.[N:2]1[CH:7]=[CH:6][CH:5]=[C:4]([C:8]([NH2:10])=[NH:9])[CH:3]=1.[Cl:11][C:12]1[CH:19]=[C:18]([F:20])[CH:17]=[CH:16][C:13]=1[CH:14]=O.[CH3:21][C:22]1([CH3:30])[CH2:27][C:26](=[O:28])[CH2:25][C:24](=O)[CH2:23]1.C([O-])(=O)C.[Na+].Cl>C(O)C.O.C(OCC)(=O)C>[N:2]1[CH:7]=[CH:6][CH:5]=[C:4]([C:8]2[NH:10][C:24]3[CH2:23][C:22]([CH3:30])([CH3:21])[CH2:27][C:26](=[O:28])[C:25]=3[CH:14]([C:13]3[CH:16]=[CH:17][C:18]([F:20])=[CH:19][C:12]=3[Cl:11])[N:9]=2)[CH:3]=1 |f:0.1,4.5|. Starting materials: CSC1=NN=C(S1)N1C(N(CCC1O)CCC)=O (Tetrahydro-1-(5-methylthio-1,3,4-thiadiazol-2-yl)-3-propyl-6-hydroxy-2(1H)-pyrimidinone), C1(CCCCC1)N=C=O (cyclohexyl isocyanate). Procedure details: Tetrahydro-1-(5-methylthio-1,3,4-thiadiazol-2-yl)-3-propyl-6-hydroxy-2(1H)-pyrimidinone (0.05 mole) and cyclohexyl isocyanate (3.5 ml; 0.06 mole) are charged into a glass reaction vessel equipped with a mechanical stirrer. The mixture is stirred and triethylamine (1 drop) is added thereto. After the addition is completed the reaction mixture is allowed to stand for a period of about 1 hour. The mixture is then washed with hexane and is dried to yield the desired product tetrahydro-1-(5-methylthi... RXN SMILES: [CH3:1][S:2][C:3]1[S:7][C:6]([N:8]2[CH:13]([OH:14])[CH2:12][CH2:11][N:10]([CH2:15][CH2:16][CH3:17])[C:9]2=[O:18])=[N:5][N:4]=1.[CH:19]1([N:25]=[C:26]=[O:27])[CH2:24][CH2:23][CH2:22][CH2:21][CH2:20]1>C(N(CC)CC)C>[CH3:1][S:2][C:3]1[S:7][C:6]([N:8]2[CH:13]([O:14][C:26](=[O:27])[NH:25][CH:19]3[CH2:24][CH2:23][CH2:22][CH2:21][CH2:20]3)[CH2:12][CH2:11][N:10]([CH2:15][CH2:16][CH3:17])[C:9]2=[O:18])=[N:5][N:4]=1. The reagents and catalysts are C(C)N(CC)CC (triethylamine). Conditions: time 1 hour. The product is CSC1=NN=C(S1)N1C(N(CCC1OC(NC1CCCCC1)=O)CCC)=O (tetrahydro-1-(5-methylthio-1,3,4-thiadiazol-2-yl)-3-propyl-6-(N-cyclohexylcarbamoyloxy)-2(1H)-pyrimidinone). Starting materials: CCO, [Na+], C1CCOC1, [OH-], CC(C)C=C(c1cccc(-n2cccn2)c1)c1cc2cccnc2n1S(=O)(=O)c1ccccc1. Yields the product CC(C)C=C(c1cccc(-n2cccn2)c1)c1cc2cccnc2[nH]1. RXN SMILES: [CH3:37][CH2:38][OH:39].[Na+:36].[O:40]1[CH2:41][CH2:42][CH2:43][CH2:44]1.[OH-:35].[n:1]1(-[c:6]2[cH:7][c:8]([C:12](=[CH:13][CH:14]([CH3:15])[CH3:16])[c:17]3[cH:18][c:19]4[c:20]([n:21][cH:22][cH:23][cH:24]4)[n:25]3[S:26]([c:27]3[cH:28][cH:29][cH:30][cH:31][cH:32]3)(=[O:33])=[O:34])[cH:9][cH:10][cH:11]2)[n:2][cH:3][cH:4][cH:5]1>>[n:1]1(-[c:6]2[cH:7][c:8]([C:12](=[CH:13][CH:14]([CH3:15])[CH3:16])[c:17]3[cH:18][c:19]4[c:20]([n:21][cH:22][cH:23][cH:24]4)[nH:25]3)[cH:9][cH:10][cH:11]2)[n:2][cH:3][cH:4][cH:5]1. The reactants are IC=1OC(=CN1)C1=CC=CC(=N1)NC1=NC=CC(=C1)C ([6-(2-iodo-oxazol-5-yl)-pyridin-2-yl]-(4-methyl-pyridin-2-yl)-amine), C1(=CC=CC=C1)B(O)O (phenylboronic acid), C(=O)([O-])[O-].[K+].[K+] (K2CO3). The reagents and catalysts are C=1C=CC(=CC1)[P](C=2C=CC=CC2)(C=3C=CC=CC3)[Pd]([P](C=4C=CC=CC4)(C=5C=CC=CC5)C=6C=CC=CC6)([P](C=7C=CC=CC7)(C=8C=CC=CC8)C=9C=CC=CC9)[P](C=1C=CC=CC1)(C=1C=CC=CC1)C=1C=CC=CC1 (Pd(PPh3)4). The solvent is O (water), C1CCOC1 (THF), O (water). Conditions: temperature 90 celsius, time 18 hour. Product: CC1=CC(=NC=C1)NC1=NC(=CC=C1)C1=CN=C(O1)C1=CC=CC=C1 ((4-Methyl-pyridin-2-yl)-[6-(2-phenyl-oxazol-5-yl)-pyridin-2-yl]-amine). The yield is 75.5%. Reaction SMILES: I[C:2]1[O:3][C:4]([C:7]2[N:12]=[C:11]([NH:13][C:14]3[CH:19]=[C:18]([CH3:20])[CH:17]=[CH:16][N:15]=3)[CH:10]=[CH:9][CH:8]=2)=[CH:5][N:6]=1.[C:21]1(B(O)O)[CH:26]=[CH:25][CH:24]=[CH:23][CH:22]=1.C([O-])([O-])=O.[K+].[K+]>C1COCC1.O.C1C=CC([P]([Pd]([P](C2C=CC=CC=2)(C2C=CC=CC=2)C2C=CC=CC=2)([P](C2C=CC=CC=2)(C2C=CC=CC=2)C2C=CC=CC=2)[P](C2C=CC=CC=2)(C2C=CC=CC=2)C2C=CC=CC=2)(C2C=CC=CC=2)C2C=CC=CC=2)=CC=1>[CH3:20][C:18]1[CH:17]=[CH:16][N:15]=[C:14]([NH:13][C:11]2[CH:10]=[CH:9][CH:8]=[C:7]([C:4]3[O:3][C:2]([C:21]4[CH:26]=[CH:25][CH:24]=[CH:23][CH:22]=4)=[N:6][CH:5]=3)[N:12]=2)[CH:19]=1 |f:2.3.4,^1:45,47,66,85|. Reported procedure: A solution of [6-(2-iodo-oxazol-5-yl)-pyridin-2-yl]-(4-methyl-pyridin-2-yl)-amine (46 mg, 0.121 mmol), phenylboronic acid (30 mg, 0.246 mmol), K2CO3 (37 mg, 0.268 mmol) and Pd(PPh3)4 (14 mg, 0.012 mmol) in a mixture of THF (4 ml) and water (2 ml) was stirred at 90° C. for 18 h. The cooled reaction mixture was treated with water and extracted with EtOAc. The combined organics were dried over MgSO4, filtered and evaporated under reduced pressure before purification by column chromatography on SiO2...